From a dataset of the Open Reaction Database (ORD), a public repository of structured organic reaction records. describe an organic reaction: reactants, conditions, products, and yield Starting materials: CC(CC(=O)OC)(C)C (methyl 3,3-dimethylbutanoate), C(=O)(O)[O-].[Na+] (NaHCO3), C(C)#N (acetonitrile), [Li+].C[Si](C)(C)[N-][Si](C)(C)C (LiHMDS). Solvent: C1CCOC1 (THF), C1CCOC1 (THF). The product is CC(CC(CC#N)=O)(C)C (5,5-dimethyl-3-oxohexanenitrile). As a reaction SMILES: [C:1](#[N:3])[CH3:2].[Li+].C[Si]([N-][Si](C)(C)C)(C)C.[CH3:14][C:15]([CH3:22])([CH3:21])[CH2:16][C:17](OC)=[O:18].C([O-])(O)=O.[Na+]>C1COCC1>[CH3:14][C:15]([CH3:22])([CH3:21])[CH2:16][C:17](=[O:18])[CH2:2][C:1]#[N:3] |f:1.2,4.5|. Procedure details: In a 500 mL dried round-bottom flask, acetonitrile (6.31, 153.6 mmol) dissolved in THF (50 mL) was treated with LiHMDS (156.3 mL, 1.0 M solution in THF) at −78° C. To this solution was added methyl 3,3-dimethylbutanoate in THF (50 mL) at −78° C. The solution was warmed to rt, and NaHCO3 (100 mL, saturated solution) was added. The layers were separated and the aqueous layer was extracted with ether (3×100 mL). The combined organic layers were washed with brine, dried over Na2SO4, filtered, and co... Reactants: CCC(C)Oc1ccc(O)cc1, CN(C)C=O, ClCn1cnc(Cl)c1Cl, [H-], [H][H], [Na+], O. The product is CCC(C)Oc1ccc(OCn2cnc(Cl)c2Cl)cc1. As a reaction SMILES: [CH3:1][CH:2]([CH2:3][CH3:4])[O:5][c:6]1[cH:7][cH:8][c:9]([OH:12])[cH:10][cH:11]1.[CH3:26][N:27]([CH3:28])[CH:29]=[O:30].[Cl:17][CH2:18][n:19]1[cH:20][n:21][c:22]([Cl:25])[c:23]1[Cl:24].[H-:13].[H:15][H:16].[Na+:14].[OH2:31]>>[CH3:1][CH:2]([CH2:3][CH3:4])[O:5][c:6]1[cH:7][cH:8][c:9]([O:12][CH2:18][n:19]2[cH:20][n:21][c:22]([Cl:25])[c:23]2[Cl:24])[cH:10][cH:11]1. Reactants: C1(CC1)N (cyclopropylamine), CCN(C(C)C)C(C)C (DIPEA), ClC(Cl)(OC(OC(Cl)(Cl)Cl)=O)Cl (triphosgene), NC1=CC(=C(OC2=C3C(=NC=C2)C=C(S3)C=3N(C(=CN3)C(=O)NCCN3CCOCC3)C)C=C1)F (2-(7-(4-amino-2-fluorophenoxy)thieno[3,2-b]pyridin-2-yl)-1-methyl-N-(2-morpholinoethyl)-1H-imidazole-5-carboxamide). Run in C1CCOC1 (THF). Reaction conditions: temperature 0 celsius, time 10 minute. The product is C1(CC1)NC(NC1=CC(=C(OC2=C3C(=NC=C2)C=C(S3)C=3N(C(=CN3)C(=O)NCCN3CCOCC3)C)C=C1)F)=O (2-(7-(4-(3-cyclopropylureido)-2-fluorophenoxy)thieno[3,2-b]pyridin-2-yl)-1-methyl-N-(2-morpholinoethyl)-1H-imidazole-5-carboxamide). Isolated yield 39.7%. As a reaction SMILES: [NH2:1][C:2]1[CH:34]=[CH:33][C:5]([O:6][C:7]2[CH:12]=[CH:11][N:10]=[C:9]3[CH:13]=[C:14]([C:16]4[N:17]([CH3:32])[C:18]([C:21]([NH:23][CH2:24][CH2:25][N:26]5[CH2:31][CH2:30][O:29][CH2:28][CH2:27]5)=[O:22])=[CH:19][N:20]=4)[S:15][C:8]=23)=[C:4]([F:35])[CH:3]=1.CC[N:38]([CH:42]([CH3:44])[CH3:43])[CH:39](C)C.ClC(Cl)([O:48]C(=O)OC(Cl)(Cl)Cl)Cl.C1(N)CC1>C1COCC1>[CH:42]1([NH:38][C:39](=[O:48])[NH:1][C:2]2[CH:34]=[CH:33][C:5]([O:6][C:7]3[CH:12]=[CH:11][N:10]=[C:9]4[CH:13]=[C:14]([C:16]5[N:17]([CH3:32])[C:18]([C:21]([NH:23][CH2:24][CH2:25][N:26]6[CH2:31][CH2:30][O:29][CH2:28][CH2:27]6)=[O:22])=[CH:19][N:20]=5)[S:15][C:8]=34)=[C:4]([F:35])[CH:3]=2)[CH2:43][CH2:44]1. Reported procedure: To a suspension of aniline 216 (130 mg, 0.262 mmol) in THF (10 mL) at 0° C. was added DIPEA (0.137 mL, 0.785 mmol) and triphosgene (38.8 mg, 0.131 mmol). The reaction mixture was stirred at 0° C. for 1 hr before cyclopropylamine (0.054 mL, 0.785 mmol) was added and the mixture was stirred for 10 min at 0° C. The reaction mixture was slowly warmed to room temperature and stirred over weekend then partitioned between NaHCO3 saturated solution and EtOAc. The organic layer (suspension) was concentra... Reported procedure: 38.3 parts by weight of cyclohexylthiol were added dropwise to a mixture of 72.3 parts by weight of 1-phenyl-4,5-dichloropyridazin-6-one in 300 parts by volume of methylene chloride, 3 parts by weight of triethylbenzylammonium chloride, and 13.2 parts by weight of sodium hydroxide in 150 parts by volume of water at room temperature (20° C.), and the reaction mixture was kept at this temperature for 12 hours, while stirring vigorously. The organic phase was separated off, washed with twice 100 pa... RXN SMILES: [CH2:1]1[CH2:6][CH2:5][CH:4]([SH:7])[CH2:3][CH2:2]1.[C:8]1([N:14]2[C:19](=[O:20])[C:18]([Cl:21])=[C:17](Cl)[CH:16]=[N:15]2)[CH:13]=[CH:12][CH:11]=[CH:10][CH:9]=1.C(Cl)Cl.[OH-].[Na+]>[Cl-].C([N+](CC)(CC)CC1C=CC=CC=1)C.O>[C:8]1([N:14]2[C:19](=[O:20])[C:18]([Cl:21])=[C:17]([S:7][CH:4]3[CH2:5][CH2:6][CH2:1][CH2:2][CH2:3]3)[CH:16]=[N:15]2)[CH:9]=[CH:10][CH:11]=[CH:12][CH:13]=1 |f:3.4,5.6|. Conditions: time 12 hour. Solvent: O (water). Reagents/catalysts: [Cl-].C(C)[N+](CC1=CC=CC=C1)(CC)CC (triethylbenzylammonium chloride). Reactants: C1CCC(CC1)S (cyclohexylthiol), 72.3, C1(=CC=CC=C1)N1N=CC(=C(C1=O)Cl)Cl (1-phenyl-4,5-dichloropyridazin-6-one), C(Cl)Cl (methylene chloride), [OH-].[Na+] (sodium hydroxide). Yields the product C1(=CC=CC=C1)N1N=CC(=C(C1=O)Cl)SC1CCCCC1 (1-phenyl-4-(cyclohexylthio)-5-chloropyridazin-6-one), compound A1. Reactants: CO, COC(=O)c1ccc(C2=NOC(c3cc(Cl)cc(Cl)c3)(C(F)(F)F)C2)cc1C, Cl, [K+], NO, [OH-]. The product is Cc1cc(C2=NOC(c3cc(Cl)cc(Cl)c3)(C(F)(F)F)C2)ccc1C(=O)NO. Reaction SMILES: [CH3:34][OH:35].[CH3:6][O:7][C:8]([c:9]1[c:10]([CH3:32])[cH:11][c:12]([C:15]2=[N:16][O:17][C:18]([C:20]([F:21])([F:22])[F:23])([c:24]3[cH:25][c:26]([Cl:31])[cH:27][c:28]([Cl:30])[cH:29]3)[CH2:19]2)[cH:13][cH:14]1)=[O:33].[ClH:1].[K+:5].[NH2:2][OH:3].[OH-:4]>>[NH:2]([OH:3])[C:8]([c:9]1[c:10]([CH3:32])[cH:11][c:12]([C:15]2=[N:16][O:17][C:18]([C:20]([F:21])([F:22])[F:23])([c:24]3[cH:25][c:26]([Cl:31])[cH:27][c:28]([Cl:30])[cH:29]3)[CH2:19]2)[cH:13][cH:14]1)=[O:33].